Dataset: the Open Reaction Database (ORD), a public repository of structured organic reaction records. Task: describe an organic reaction: reactants, conditions, products, and yield Reactants: N#CC(OC(=O)c1ccccc1)c1cccnc1, COc1ccc(C=O)cc1, CCOC(C)=O, [H-], [Na+], C1CCOC1, O. The product is COc1ccc(C(=O)C(OC(=O)c2ccccc2)c2cccnc2)cc1. Reaction SMILES: [C:3](#[N:4])[CH:5]([c:6]1[cH:7][n:8][cH:9][cH:10][cH:11]1)[O:12][C:13]([c:14]1[cH:15][cH:16][cH:17][cH:18][cH:19]1)=[O:20].[CH3:21][O:22][c:23]1[cH:24][cH:25][c:26]([CH:27]=[O:28])[cH:29][cH:30]1.[CH3:36][CH2:37][O:38][C:39](=[O:40])[CH3:41].[H-:1].[Na+:2].[O:31]1[CH2:32][CH2:33][CH2:34][CH2:35]1.[OH2:42]>>[CH:5]([c:6]1[cH:7][n:8][cH:9][cH:10][cH:11]1)([O:12][C:13]([c:14]1[cH:15][cH:16][cH:17][cH:18][cH:19]1)=[O:20])[C:27]([c:26]1[cH:25][cH:24][c:23]([O:22][CH3:21])[cH:30][cH:29]1)=[O:28]. Starting materials: CC(C)(OC(=O)NC(C(=O)N[C@@H](C(=O)O)CC1=CNC2=CC=CC=C12)(C)C)C (α(R)-[[2-[[(1,1-dimethylethoxy)carbonyl]amino]-2,2-dimethyl-1-oxoethyl]amino]-1H-indole-3-propanoic acid), Cl.N1CCC2(CC1)OC1=C(C(C2)=O)C=CC=C1 (spiro[2H-1-benzopyran-2,4'-piperidin]-4(3H)-one, hydrochloride). The product is O=C1CC2(CCN(CC2)C(=O)[C@@H](CC2=CNC3=CC=CC=C23)NC(C(C)(C)NC(=O)OC(C)(C)C)=O)OC2=C1C=CC=C2 (N-[1(R)-[(3,4-dihydro-4-oxospiro[2H-1-benzopyran-2,4'-piperidin]1'-yl)carbonyl]-2-(indol-3-yl)ethyl]-2-[[(1,1-dimethylethyloxy)carbonyl]amino]-2-methylpropanamide). As a reaction SMILES: [CH3:1][C:2]([CH3:28])([O:4][C:5]([NH:7][C:8]([CH3:27])([CH3:26])[C:9]([NH:11][C@H:12]([CH2:16][C:17]1[C:25]2[C:20](=[CH:21][CH:22]=[CH:23][CH:24]=2)[NH:19][CH:18]=1)[C:13]([OH:15])=O)=[O:10])=[O:6])[CH3:3].Cl.[NH:30]1[CH2:35][CH2:34][C:33]2([CH2:40][C:39](=[O:41])[C:38]3[CH:42]=[CH:43][CH:44]=[CH:45][C:37]=3[O:36]2)[CH2:32][CH2:31]1>>[O:41]=[C:39]1[C:38]2[CH:42]=[CH:43][CH:44]=[CH:45][C:37]=2[O:36][C:33]2([CH2:34][CH2:35][N:30]([C:13]([C@H:12]([NH:11][C:9](=[O:10])[C:8]([NH:7][C:5]([O:4][C:2]([CH3:28])([CH3:1])[CH3:3])=[O:6])([CH3:27])[CH3:26])[CH2:16][C:17]3[C:25]4[C:20](=[CH:21][CH:22]=[CH:23][CH:24]=4)[NH:19][CH:18]=3)=[O:15])[CH2:31][CH2:32]2)[CH2:40]1 |f:1.2|. Procedure details: This intermediate was prepared from α(R)-[[2-[[(1,1-dimethylethoxy)carbonyl]amino]-2,2-dimethyl-1-oxoethyl]amino]-1H-indole-3-propanoic acid (903 mg, 2.3 mmol) and spiro[2H-1-benzopyran-2,4'-piperidin]-4(3H)-one, hydrochloride (535 mg, 2.11 mmol) (Elliott, J., et al, J. Med. Chem. 1992, 35, 3973-3976) by the procedure described in Example 25, Step A (1.25 g, 100%). The reactants are C[N+](=CCl)C.[Cl-] (Vilsmeier reagent), P(=O)(Cl)(Cl)Cl (phosphorus oxychloride), CN(C)C=O (DMF), C(CC)N1C(N2C(SCCC2)=CC1=O)=O (7-propyl-3,4-dihydro-2H,6H-pyrimido[6,1-b][1,3]thiazine-6,8(7H)-dione), CN(C)C=O (DMF). Product: C(=O)C=1C(N(C(N2C1SCCC2)=O)CCC)=O (9-Formyl-7-propyl-3,4-dihydro-2H,6H-pyrimido[6,1-b][1,3]thiazine-6,8(7H)-dione). The yield is 95.0%. RXN SMILES: C[N+](C)=CCl.[Cl-].P(Cl)(Cl)(Cl)=O.[CH2:12]([N:15]1[C:24](=[O:25])[CH:23]=[C:18]2[S:19][CH2:20][CH2:21][CH2:22][N:17]2[C:16]1=[O:26])[CH2:13][CH3:14].CN([CH:30]=[O:31])C>>[CH:30]([C:23]1[C:24](=[O:25])[N:15]([CH2:12][CH2:13][CH3:14])[C:16](=[O:26])[N:17]2[CH2:22][CH2:21][CH2:20][S:19][C:18]=12)=[O:31] |f:0.1|. Reported procedure: The Vilsmeier reagent prepared from phosphorus oxychloride (3.7 ml) and DMF (6.2 ml) was added dropwise to a solution of 7-propyl-3,4-dihydro-2H,6H-pyrimido[6,1-b][1,3]thiazine-6,8(7H)-dione (6 g) in DMF (38 ml) with stirring under ice cooling. The reaction solution was stirred at room temperature for 3 hours and then, poured on ice water. The mixture was stirred for a while and the precipitated crystals were recrystallized from ethyl acetate to give colorless crystals (6.46 g, 95%). Reactants: O (water), N1C(=O)N(C)C=2N=CN(C)C2C1=O (Theobromine), [H-].[Na+] (NaH), CS(=O)(=O)CCCCCCCC=C (9-methanesulfonyl-1-nonene). The solvent is C(C)(=O)OCC (ethyl acetate), CS(=O)C (DMSO). Run at temperature 25 celsius, time 15 minute. Yields the product C(CCCCCCC=C)N1C(=O)N(C=2N=CN(C2C1=O)C)C (1-(8-nonenyl)-3,7-dimethylxanthine). As a reaction SMILES: [NH:1]1[C:12](=[O:13])[C:11]2[N:9]([CH3:10])[CH:8]=[N:7][C:6]=2[N:4]([CH3:5])[C:2]1=[O:3].[H-].[Na+].CS([CH2:20][CH2:21][CH2:22][CH2:23][CH2:24][CH2:25][CH2:26][CH:27]=[CH2:28])(=O)=O.O>CS(C)=O.C(OCC)(=O)C>[CH2:28]([N:1]1[C:12](=[O:13])[C:11]2[N:9]([CH3:10])[CH:8]=[N:7][C:6]=2[N:4]([CH3:5])[C:2]1=[O:3])[CH2:27][CH2:26][CH2:25][CH2:24][CH2:23][CH2:22][CH:21]=[CH2:20] |f:1.2|. Procedure: Theobromine (1.98 g, 11 mmol) was added to a suspension of NaH (600 mg of a 50% mineral oil slurry, 12 mmol) in DMSO (15 ml). After 15 minutes, 9-methanesulfonyl-1-nonene, prepared according to the foregoing procedure (2.25 g, 11 mmol), was added and the reaction mixture stirred for 6 days at 25° C. The reaction mixture was poured into 60 ml of water and extracted with dichloromethane (3×50 ml). The organic portions were combined, dried with magnesium sulfate, and evaporated to give a dark oil. ... The reactants are SC1C(C(N1C(C(=O)OCC1=CC=C(C=C1)[N+](=O)[O-])=C(CBr)O)=O)NC(COC1=CC=CC=C1)=O (p-nitrobenzyl α-[4-mercapto-3-phenoxyacetamido-2-oxoazetidin-1-yl]-α-(2-bromo-1-hydroxyethylidene)acetate). Run in C1=CC=CC=C1 (benzene). Reaction conditions: time 1 hour. The product is OC=1CS[C@H]2N(C1C(=O)OCC1=CC=C(C=C1)[N+](=O)[O-])C(C2NC(COC2=CC=CC=C2)=O)=O (p-nitrobenzyl 3-hydroxy-7-phenoxyacetamido-3-cephem-4-carboxylate). Yield: 66.0%. Reaction SMILES: [SH:1][CH:2]1[N:5]([C:6](=[C:20]([OH:23])[CH2:21]Br)[C:7]([O:9][CH2:10][C:11]2[CH:16]=[CH:15][C:14]([N+:17]([O-:19])=[O:18])=[CH:13][CH:12]=2)=[O:8])[C:4](=[O:24])[CH:3]1[NH:25][C:26](=[O:35])[CH2:27][O:28][C:29]1[CH:34]=[CH:33][CH:32]=[CH:31][CH:30]=1>C1C=CC=CC=1>[OH:23][C:20]1[CH2:21][S:1][C@@H:2]2[CH:3]([NH:25][C:26](=[O:35])[CH2:27][O:28][C:29]3[CH:34]=[CH:33][CH:32]=[CH:31][CH:30]=3)[C:4](=[O:24])[N:5]2[C:6]=1[C:7]([O:9][CH2:10][C:11]1[CH:16]=[CH:15][C:14]([N+:17]([O-:19])=[O:18])=[CH:13][CH:12]=1)=[O:8]. Procedure: To a solution of p-nitrobenzyl α-[4-mercapto-3-phenoxyacetamido-2-oxoazetidin-1-yl]-α-(2-bromo-1-hydroxyethylidene)acetate (106 mg) in benzene (5 ml) is added silica gel F-254 (500 mg) distributed by E. Merck Ag., and the mixture is shaken at room temperature for 1 hour. The insoluble material is removed by filtration, and washed several times with chloroform. The filtrate and washed solution are combined and evaporated under reduced pressure to give p-nitrobenzyl 3-hydroxy-7-phenoxyacetamido-3-... Starting materials: C1CCOC1, CS(=O)(=O)Cl, Cc1nc(N)nc(-c2cc(C(C)N3CCNCC3C)cnc2Nc2ccc3scnc3c2)n1, [Na+], [Na+], O=C([O-])[O-]. Yields the product Cc1nc(N)nc(-c2cc(C(C)N3CCN(S(C)(=O)=O)CC3C)cnc2Nc2ccc3scnc3c2)n1. RXN SMILES: [CH2:45]1[O:46][CH2:47][CH2:48][CH2:49]1.[CH3:40][S:41]([Cl:42])(=[O:43])=[O:44].[NH2:1][c:2]1[n:3][c:4](-[c:9]2[c:10]([NH:24][c:25]3[cH:26][cH:27][c:28]4[c:29]([n:30][cH:31][s:32]4)[cH:33]3)[n:11][cH:12][c:13]([CH:15]([CH3:16])[N:17]3[CH:18]([CH3:23])[CH2:19][NH:20][CH2:21][CH2:22]3)[cH:14]2)[n:5][c:6]([CH3:8])[n:7]1.[Na+:34].[Na+:35].[O-:36][C:37](=[O:38])[O-:39]>>[NH2:1][c:2]1[n:3][c:4](-[c:9]2[c:10]([NH:24][c:25]3[cH:26][cH:27][c:28]4[c:29]([n:30][cH:31][s:32]4)[cH:33]3)[n:11][cH:12][c:13]([CH:15]([CH3:16])[N:17]3[CH:18]([CH3:23])[CH2:19][N:20]([S:41]([CH3:40])(=[O:43])=[O:44])[CH2:21][CH2:22]3)[cH:14]2)[n:5][c:6]([CH3:8])[n:7]1. Starting materials: C1CCC2=NCCCN2CC1, Cc1ccccc1CCN, O=C(Nc1cccc2cnccc12)C(Cl)(Cl)Cl. The product is Cc1ccccc1CCNC(=O)Nc1cccc2cnccc12. As a reaction SMILES: [CH2:28]1[CH2:29][CH2:30][C:31]2=[N:36][CH2:35][CH2:34][CH2:33][N:32]2[CH2:37][CH2:38]1.[CH3:1][c:2]1[c:3]([CH2:8][CH2:9][NH2:10])[cH:4][cH:5][cH:6][cH:7]1.[Cl:11][C:12]([C:13](=[O:14])[NH:15][c:16]1[c:17]2[cH:18][cH:19][n:20][cH:21][c:22]2[cH:23][cH:24][cH:25]1)([Cl:26])[Cl:27]>>[CH3:1][c:2]1[c:3]([CH2:8][CH2:9][NH:10][C:13](=[O:14])[NH:15][c:16]2[c:17]3[cH:18][cH:19][n:20][cH:21][c:22]3[cH:23][cH:24][cH:25]2)[cH:4][cH:5][cH:6][cH:7]1. Starting materials: O (water), FC(C=1C=C(C(=O)N2[C@@H](CNCC2)CC2=CC(=C(C=C2)C)C)C=C(C1)C(F)(F)F)(F)F ((2R)-1-[3,5-bis(trifluoromethyl)benzoyl]-2-(3,4-dimethylbenzyl)piperazine), Cl.N1=CC(=CC=C1)C#CCCl (3-(3-pyridyl)-2-propynyl chloride hydrochloride), [I-].[K+] (potassium iodide). The solvent is CN(C=O)C (N,N-dimethylformamide). Reaction conditions: temperature 40 celsius, time 2 hour. The product is Cl.Cl.FC(C=1C=C(C(=O)N2[C@@H](CN(CC2)CC#CC=2C=NC=CC2)CC2=CC(=C(C=C2)C)C)C=C(C1)C(F)(F)F)(F)F ((2R)-1-[3,5-bis(trifluoromethyl)benzoyl]-2-(3,4-dimethylbenzyl)-4-[3-(3-pyridyl)-2-propynyl]piperazine dihydrochloride). Reaction SMILES: [F:1][C:2]([F:31])([F:30])[C:3]1[CH:4]=[C:5]([CH:23]=[C:24]([C:26]([F:29])([F:28])[F:27])[CH:25]=1)[C:6]([N:8]1[CH2:13][CH2:12][NH:11][CH2:10][C@H:9]1[CH2:14][C:15]1[CH:20]=[CH:19][C:18]([CH3:21])=[C:17]([CH3:22])[CH:16]=1)=[O:7].[ClH:32].[N:33]1[CH:38]=[CH:37][CH:36]=[C:35]([C:39]#[C:40][CH2:41][Cl:42])[CH:34]=1.[I-].[K+].O>CN(C)C=O>[ClH:42].[ClH:32].[F:31][C:2]([F:1])([F:30])[C:3]1[CH:4]=[C:5]([CH:23]=[C:24]([C:26]([F:27])([F:28])[F:29])[CH:25]=1)[C:6]([N:8]1[CH2:13][CH2:12][N:11]([CH2:41][C:40]#[C:39][C:35]2[CH:34]=[N:33][CH:38]=[CH:37][CH:36]=2)[CH2:10][C@H:9]1[CH2:14][C:15]1[CH:20]=[CH:19][C:18]([CH3:21])=[C:17]([CH3:22])[CH:16]=1)=[O:7] |f:1.2,3.4,7.8.9|. Procedure: A mixture of (2R)-1-[3,5-bis(trifluoromethyl)benzoyl]-2-(3,4-dimethylbenzyl)piperazine (0.38 g) potassium carbonate (0.42 g), 3-(3-pyridyl)-2-propynyl chloride hydrochloride (1.9 ml) and small amount of potassium iodide in N,N-dimethylformamide (10 ml) was stirred for 2 hours at 40° C. The mixture was poured into water and extracted with ethyl acetate. The extract was washed with brine, dried over magnesium sulfate and evaporated under reduced pressure. The residue was purified by column chromat...